Dataset: the Open Reaction Database (ORD), a public repository of structured organic reaction records. Task: describe an organic reaction: reactants, conditions, products, and yield The reactants are three, [N+](=O)([O-])[O-].[NH4+].[Ce] (cerium ammonium nitrate), FC(=CC1CC(N(C1)CC1=CC=C(C=C1)OC)=O)F (4-(2,2-difluoro-vinyl)-1-(4-methoxy-benzyl)-pyrrolidin-2-one). The solvent is CC#N.O (MeCN H2O), O (water). Conditions: temperature 4 celsius, time 5 hour. The product is FC(=CC1CC(NC1)=O)F (4-(2,2-difluoro-vinyl)-pyrrolidin-2-one), mixture. RXN SMILES: [N+]([O-])([O-])=O.[NH4+].[Ce].[F:7][C:8]([F:25])=[CH:9][CH:10]1[CH2:14][N:13](CC2C=CC(OC)=CC=2)[C:12](=[O:24])[CH2:11]1>CC#N.O.O>[F:7][C:8]([F:25])=[CH:9][CH:10]1[CH2:14][NH:13][C:12](=[O:24])[CH2:11]1 |f:0.1.2,4.5|. Procedure: In a 200 ml three necked flask fitted with a magnetic stirrer, under inert atmosphere, cerium ammonium nitrate (11.2 g, 0.02 mol, 3 eq) is added to a solution of 4-(2,2-difluoro-vinyl)-1-(4-methoxy-benzyl)-pyrrolidin-2-one a4 (1.8 g, 6.8 mmol in MeCN/H2O (respectively 70 ml/110 ml) cooled at 4° C. After 5 h at 10° C., the reaction mixture is diluted with water, extracted with AcOEt, dried on MgSO4 and concentrated in vacuo. The residue is diluted with toluene, the solid is filtrated and the solv... RXN SMILES: [Br:18][c:19]1[cH:20][cH:21][c:22]([S:24](=[O:25])(=[O:26])[Cl:27])[s:23]1.[CH3:1][CH:2]1[CH2:3][N:4]([c:9]2[cH:10][cH:11][c:12]([O:16][CH3:17])[c:13]([NH2:14])[cH:15]2)[CH2:5][CH:6]([CH3:8])[NH:7]1.[Cl:28][CH2:29][Cl:30]>>[CH3:1][CH:2]1[CH2:3][N:4]([c:9]2[cH:10][cH:11][c:12]([O:16][CH3:17])[c:13]([NH:14][S:24]([c:22]3[cH:21][cH:20][c:19]([Br:18])[s:23]3)(=[O:25])=[O:26])[cH:15]2)[CH2:5][CH:6]([CH3:8])[NH:7]1. Product: COc1ccc(N2CC(C)NC(C)C2)cc1NS(=O)(=O)c1ccc(Br)s1. The reactants are O=S(=O)(Cl)c1ccc(Br)s1, COc1ccc(N2CC(C)NC(C)C2)cc1N, ClCCl. As a reaction SMILES: O[CH:2]([C:12]1[C:21]2[C:16](=[CH:17][CH:18]=[CH:19][CH:20]=2)[CH:15]=[CH:14][CH:13]=1)[CH2:3][NH:4][C:5](=[O:11])[O:6][C:7]([CH3:10])([CH3:9])[CH3:8].C1(P(C2C=CC=CC=2)C2C=CC=CC=2)C=CC=CC=1.[C:41]1(=[O:51])[NH:45][C:44](=[O:46])[C:43]2=[CH:47][CH:48]=[CH:49][CH:50]=[C:42]12.N(C(OCC)=O)=NC(OCC)=O>C1COCC1>[O:46]=[C:44]1[C:43]2[C:42](=[CH:50][CH:49]=[CH:48][CH:47]=2)[C:41](=[O:51])[N:45]1[CH:2]([C:12]1[C:21]2[C:16](=[CH:17][CH:18]=[CH:19][CH:20]=2)[CH:15]=[CH:14][CH:13]=1)[CH2:3][NH:4][C:5](=[O:11])[O:6][C:7]([CH3:10])([CH3:9])[CH3:8]. The yield is 64.6%. Procedure: To a solution of 1,1-dimethylethyl [2-hydroxy-2-(1-naphthalenyl)ethyl]carbamate (1.38 g, 4.8 mmol), triphenylphosphine (1.52 g, 5.76 mmol) and phthalimide (0.74 g, 5.04 mmol) in THF (50 mL) at 25° C. was added diethyl azodicarboxylate (0.87 mL, 5.52 mmol). After stirring at RT for 1 h, the reaction solution was concentrated under vacuum and the residue purified on silica gel (20% EtOAc in hexanes) affording the title compound (1.29 g, 3.1 mmol, 65%) as a white solid: LCMS (ES) m/z 387 (M+H)+. Run at time 1 hour. Reactants: OC(CNC(OC(C)(C)C)=O)C1=CC=CC2=CC=CC=C12 (1,1-dimethylethyl [2-hydroxy-2-(1-naphthalenyl)ethyl]carbamate), C1(=CC=CC=C1)P(C1=CC=CC=C1)C1=CC=CC=C1 (triphenylphosphine), C1(C=2C(C(N1)=O)=CC=CC2)=O (phthalimide), N(=NC(=O)OCC)C(=O)OCC (diethyl azodicarboxylate). The product is O=C1N(C(C2=CC=CC=C12)=O)C(CNC(OC(C)(C)C)=O)C1=CC=CC2=CC=CC=C12 (1,1-dimethylethyl [2-(1,3-dioxo-1,3-dihydro-2H-isoindol-2-yl)-2-(1-naphthalenyl)ethyl]carbamate). The solvent is C1CCOC1 (THF). The reactants are C1(=CC=CC=C1)C=1SC(=NN1)C=1NC=C(N1)C(F)(F)F (2-[2-(phenyl)-1,3,4-thiadiazol-5-yl]-4-(trifluoromethyl)-1H-imidazole), [F-].C(CCC)[N+](CCCC)(CCCC)CCCC (tetrabutylammonium fluoride), C1CCOC1 (THF), O.O.O.C(C)(=O)[O-].[Na+] (sodium acetate trihydrate), NOS(=O)(=O)O (hydroxylamine-O-sulfonic acid). Solvent: O (water). Run at time 4 hour. Product: NS(=O)(=O)C1=CC=C(C=C1)N1C(=NC(=C1)C(F)(F)F)C1=NN=C(S1)C1=CC=CC=C1 (1-[4-(Aminosulfonyl)phenyl]-2-[2-(phenyl)-1,3,4-thiadiazol-5-yl]-4-(trifluoromethyl)-1H-imidazole). Isolated yield 62.0%. RXN SMILES: [C:1]1([C:7]2[S:8][C:9]([C:12]3[NH:13][CH:14]=[C:15]([C:17]([F:20])([F:19])[F:18])[N:16]=3)=[N:10][N:11]=2)[CH:6]=[CH:5][CH:4]=[CH:3][CH:2]=1.[F-].C([N+:26](CCCC)(CCCC)CCCC)CCC.O.O.O.[C:42]([O-])(=O)[CH3:43].[Na+].N[O:48][S:49]([OH:52])(=O)=O.[CH2:53]1[CH2:57]O[CH2:55][CH2:54]1>O>[NH2:26][S:49]([C:42]1[CH:43]=[CH:57][C:53]([N:13]2[CH:14]=[C:15]([C:17]([F:18])([F:19])[F:20])[N:16]=[C:12]2[C:9]2[S:8][C:7]([C:1]3[CH:2]=[CH:3][CH:4]=[CH:5][CH:6]=3)=[N:11][N:10]=2)=[CH:54][CH:55]=1)(=[O:52])=[O:48] |f:1.2,3.4.5.6.7|. Procedure: To a solution of 1-[4- {(2-trimethyl silyl) ethyl)sulfonyl}phenyl]-2-[2-(phenyl)-1,3,4-thiadiazol-5-yl]-4-(trifluoromethyl)-1H-imidazole (2.3 g, 4.29 mmol) in dry THF (50 mL) was added tetrabutylammonium fluoride (12.8 mL, 1M solution in THF, 12.8 mmol). The mixture was refluxed for 30 min and cooled to room temperature. A solution of sodium acetate trihydrate (2.92 g, 21.4 mmol) in water (5 mL) was added followed by hydroxylamine-O-sulfonic acid (2.42 g, 21.4 mmol), and the mixture was stirred ... The reactants are C([O-])([O-])=O.[K+].[K+] (Potassium carbonate), COC(C1=CC=C(C=C1)O)=O (methyl-4-hydroxybenzoate), C1(CCCCC1)Br (cyclohexyl bromide). Solvent: CN(C=O)C (dimethylformamide). Reaction conditions: temperature 100 celsius. The product is COC(C1=CC=C(C=C1)C1CCCCC1)=O (methyl-4-cyclohexylbenzoate). Isolated yield 11.7%. As a reaction SMILES: C(=O)([O-])[O-].[K+].[K+].[CH3:7][O:8][C:9](=[O:17])[C:10]1[CH:15]=[CH:14][C:13](O)=[CH:12][CH:11]=1.[CH:18]1(Br)[CH2:23][CH2:22][CH2:21][CH2:20][CH2:19]1>CN(C)C=O>[CH3:7][O:8][C:9](=[O:17])[C:10]1[CH:15]=[CH:14][C:13]([CH:18]2[CH2:23][CH2:22][CH2:21][CH2:20][CH2:19]2)=[CH:12][CH:11]=1 |f:0.1.2|. Reported procedure: Potassium carbonate (2.26 g, 16.4 mmol) was added to a solution of methyl-4-hydroxybenzoate (1.0 g, 6.6 mmol) and cyclohexyl bromide (1.62 ml, 13.1 mmol) in dimethylformamide (20 ml). The mixture was heated at 100° C. for 24 hours, cooled, filtered and concentrated in vacuo. Work up followed by flash chromatography over silica gel (hexane:ethyl acetate, 5:1) afforded methyl-4-cyclohexylbenzoate (169 mg). This was dissolved (162 mg, 0.69 mmol) in a mixture of 1,4-dioxane (10 ml) and water (5 ml) ... Reactants: N1=CN=C2NC=NC2=C1SCC=1OC(C2=CC=CC=C2C1C1=CC=CC=C1)=O (3-((9H-Purin-6-ylthio)methyl)-4-phenyl-1H-isochromen-1-one), O.N1=CN=C2NC=NC2=C1S (9H-purine-6-thiol hydrate), C(=O)([O-])[O-].[K+].[K+] (K2CO3), BrCC=1OC(C2=CC=CC=C2C1C=1C=C(C=CC1)C)=O (3-(bromomethyl)-4-m-tolyl-1H-isochromen-1-one), BrCC=1OC(C2=CC=CC=C2C1C=1C=C(C=CC1)C)=O (3-(bromomethyl)-4-m-tolyl-1H-isochromen-1-one). Yields the product N1=CN=C2NC=NC2=C1SCC=1OC(C2=CC=CC=C2C1C=1C=C(C=CC1)C)=O (3-((9H-Purin-6-ylthio)methyl)-4-m-tolyl-1H-isochromen-1-one). Yield: 82.0%. Reaction SMILES: [N:1]1[C:9]([S:10][CH2:11][C:12]2[O:13][C:14](=[O:28])[C:15]3[C:20]([C:21]=2[C:22]2[CH:27]=[CH:26][CH:25]=[CH:24][CH:23]=2)=[CH:19][CH:18]=[CH:17][CH:16]=3)=[C:8]2[C:4]([NH:5][CH:6]=[N:7]2)=[N:3][CH:2]=1.Br[CH2:30]C1OC(=O)C2C(C=1C1C=C(C)C=CC=1)=CC=CC=2.O.N1C(S)=C2C(NC=N2)=NC=1.C([O-])([O-])=O.[K+].[K+]>>[N:1]1[C:9]([S:10][CH2:11][C:12]2[O:13][C:14](=[O:28])[C:15]3[C:20]([C:21]=2[C:22]2[CH:23]=[C:24]([CH3:30])[CH:25]=[CH:26][CH:27]=2)=[CH:19][CH:18]=[CH:17][CH:16]=3)=[C:8]2[C:4]([NH:5][CH:6]=[N:7]2)=[N:3][CH:2]=1 |f:2.3,4.5.6|. Procedure: The title compound was made in a similar way as that of the compound of example 10, 3-(bromomethyl)-4-m-tolyl-1H-isochromen-1-one (intermediate C3, 64 mg, 0.194 mmol), 9H-purine-6-thiol hydrate (33 mg, 0.194 mmol) and K2CO3 (27 mg, 0.111 mmol) to give the title compound (64 mg, 82%).